Dataset: the Open Reaction Database (ORD), a public repository of structured organic reaction records. Task: describe an organic reaction: reactants, conditions, products, and yield Starting materials: OC1CC(CCC1)NC(OC(C)(C)C)=O (tert-butyl 3-hydroxycyclohexylcarbamate), FC1=C(C=CC=C1)I (1-fluoro-2-iodobenzene), CC=1C=NC2=C3N=CC(=C(C3=CC=C2C1C)C)C (3,4,7,8-tetramethyl-1,10-phenanthroline), C([O-])([O-])=O.[Cs+].[Cs+] (cesium carbonate). The reagents and catalysts are [Cu](I)I (copper iodide). Run in C1(=CC=CC=C1)C (toluene). Conditions: temperature 110 celsius, time 8 hour. Product: FC1=C(OC2CC(CCC2)NC(OC(C)(C)C)=O)C=CC=C1 (tert-butyl 3-(2-fluorophenoxy)cyclohexylcarbamate). RXN SMILES: [OH:1][CH:2]1[CH2:7][CH2:6][CH2:5][CH:4]([NH:8][C:9](=[O:15])[O:10][C:11]([CH3:14])([CH3:13])[CH3:12])[CH2:3]1.[F:16][C:17]1[CH:22]=[CH:21][CH:20]=[CH:19][C:18]=1I.CC1C=NC2C(C=1C)=CC=C1C=2N=CC(C)=C1C.C(=O)([O-])[O-].[Cs+].[Cs+]>C1(C)C=CC=CC=1.[Cu](I)I>[F:16][C:17]1[CH:22]=[CH:21][CH:20]=[CH:19][C:18]=1[O:1][CH:2]1[CH2:7][CH2:6][CH2:5][CH:4]([NH:8][C:9](=[O:15])[O:10][C:11]([CH3:12])([CH3:14])[CH3:13])[CH2:3]1 |f:3.4.5|. Procedure: A reaction mixture of tert-butyl 3-hydroxycyclohexylcarbamate (4 mmol, 861 mg), 1-fluoro-2-iodobenzene (5 mmol, 585 4), copper iodide (0.4 mmol, 76 mg), 3,4,7,8-tetramethyl-1,10-phenanthroline (0.8 mmol, 190 mg) and cesium carbonate (10 mmol, 3.26 g) in toluene (5 mL) was stirred at 110° C. for overnight under argon. The reaction mixture was cooled to room temperature and filtered through celite. The filtrate was concentrated. The mixture was purified by silica gel column chromatography. The pro...